Dataset: the Open Reaction Database (ORD), a public repository of structured organic reaction records. Task: describe an organic reaction: reactants, conditions, products, and yield Reactants: BrC=1C=C(/C=C/C(=O)O)C=CC1 (Trans m-bromocinnamic acid), S(O)(O)(=O)=O (sulfuric acid), C(C)O (ethanol). The product is BrC=1C=C(/C=C/C(=O)OCC)C=CC1 (Trans ethyl 3-bromocinnamate). As a reaction SMILES: [Br:1][C:2]1[CH:3]=[C:4]([CH:10]=[CH:11][CH:12]=1)/[CH:5]=[CH:6]/[C:7]([OH:9])=[O:8].S(=O)(=O)(O)O.[CH2:18](O)[CH3:19]>>[Br:1][C:2]1[CH:3]=[C:4]([CH:10]=[CH:11][CH:12]=1)/[CH:5]=[CH:6]/[C:7]([O:9][CH2:18][CH3:19])=[O:8]. Procedure details: Trans m-bromocinnamic acid (14.8 g), ethanol (173 ml) and concentrated sulfuric acid (0.4 ml) were combined and heated at reflux for 15 hours. About 150 ml of the ethanol was distilled off, and the remaining solution was poured into ice/water (140 ml). The cold mixture was made strongly alkaline with 40% sodium hydroxide and extracted with methylene chloride (4 × 60 ml). The combined methylene chloride extract was dried over anhydrous potassium carbonate. The potassium carbonate was removed by f...